describe an organic reaction: reactants, conditions, products, and yield From a dataset of the Open Reaction Database (ORD), a public repository of structured organic reaction records. The reactants are CC1=NC(=NC(=C1NC(OC(C)(C)C)=O)C)OCC(=O)N(C1CCNCC1)C (tert-butyl 4,6-dimethyl-2-(2-(methyl(piperidine-4-yl)amino)-2-oxoethoxy)pyrimidine-5-ylcarbamate), CC1=C(CBr)C=CC=C1 (2-methylbenzyl bromide). Product: CC1=NC(=NC(=C1NC(OC(C)(C)C)=O)C)OCC(=O)N(C1CCN(CC1)CC1=C(C=CC=C1)C)C (tert-butyl 4,6-dimethyl-2-(2-(methyl(1-(2-methylbenzyl)piperidine-4-yl)amino)-2-oxoethoxy)pyrimidine-5-ylcarbamate). Reaction SMILES: [CH3:1][C:2]1[C:7]([NH:8][C:9](=[O:15])[O:10][C:11]([CH3:14])([CH3:13])[CH3:12])=[C:6]([CH3:16])[N:5]=[C:4]([O:17][CH2:18][C:19]([N:21]([CH3:28])[CH:22]2[CH2:27][CH2:26][NH:25][CH2:24][CH2:23]2)=[O:20])[N:3]=1.[CH3:29][C:30]1[CH:37]=[CH:36][CH:35]=[CH:34][C:31]=1[CH2:32]Br>>[CH3:16][C:6]1[C:7]([NH:8][C:9](=[O:15])[O:10][C:11]([CH3:14])([CH3:12])[CH3:13])=[C:2]([CH3:1])[N:3]=[C:4]([O:17][CH2:18][C:19]([N:21]([CH3:28])[CH:22]2[CH2:23][CH2:24][N:25]([CH2:29][C:30]3[CH:37]=[CH:36][CH:35]=[CH:34][C:31]=3[CH3:32])[CH2:26][CH2:27]2)=[O:20])[N:5]=1. Procedure: The title compound was synthesized from Compound 31 and 2-methylbenzyl bromide in the same manner as in Example 32. Reactants: BrBr, COc1ccc2nc(S(C)(=O)=O)ccc2c1, ClCCl, [Na+], [Na+], [Na+], O=C([O-])O, O=S([O-])([O-])=S. The product is COc1ccc2nc(S(C)(=O)=O)ccc2c1Br. As a reaction SMILES: [Br:17][Br:18].[CH3:1][S:2](=[O:3])(=[O:4])[c:5]1[n:6][c:7]2[cH:8][cH:9][c:10]([O:15][CH3:16])[cH:11][c:12]2[cH:13][cH:14]1.[Cl:31][CH2:32][Cl:33].[Na+:23].[Na+:29].[Na+:30].[O-:19][C:20]([OH:21])=[O:22].[S:24]([O-:25])([O-:26])(=[O:27])=[S:28]>>[CH3:1][S:2](=[O:3])(=[O:4])[c:5]1[n:6][c:7]2[cH:8][cH:9][c:10]([O:15][CH3:16])[c:11]([Br:17])[c:12]2[cH:13][cH:14]1.